From a dataset of the Open Reaction Database (ORD), a public repository of structured organic reaction records. describe an organic reaction: reactants, conditions, products, and yield Reported procedure: The title compound was prepared from 3-(8-chloro-3-phenyl-cinnolin-4-yl)-phenylamine and 1-methyl-1H-indole-2-carbaldehyde according to the procedure of Step 5 Example 6. MS (ES) m/z 474.9. The reactants are ClC=1C=CC=C2C(=C(N=NC12)C1=CC=CC=C1)C=1C=C(C=CC1)N (3-(8-chloro-3-phenyl-cinnolin-4-yl)-phenylamine), CN1C(=CC2=CC=CC=C12)C=O (1-methyl-1H-indole-2-carbaldehyde). As a reaction SMILES: [Cl:1][C:2]1[CH:3]=[CH:4][CH:5]=[C:6]2[C:11]=1[N:10]=[N:9][C:8]([C:12]1[CH:17]=[CH:16][CH:15]=[CH:14][CH:13]=1)=[C:7]2[C:18]1[CH:19]=[C:20]([NH2:24])[CH:21]=[CH:22][CH:23]=1.[CH3:25][N:26]1[C:34]2[C:29](=[CH:30][CH:31]=[CH:32][CH:33]=2)[CH:28]=[C:27]1[CH:35]=O>>[Cl:1][C:2]1[CH:3]=[CH:4][CH:5]=[C:6]2[C:11]=1[N:10]=[N:9][C:8]([C:12]1[CH:13]=[CH:14][CH:15]=[CH:16][CH:17]=1)=[C:7]2[C:18]1[CH:19]=[C:20]([NH:24][CH2:35][C:27]2[N:26]([CH3:25])[C:34]3[C:29]([CH:28]=2)=[CH:30][CH:31]=[CH:32][CH:33]=3)[CH:21]=[CH:22][CH:23]=1. Yields the product ClC=1C=CC=C2C(=C(N=NC12)C1=CC=CC=C1)C=1C=C(C=CC1)NCC=1N(C2=CC=CC=C2C1)C ([3-(8-Chloro-3-phenylcinnolin-4-yl)phenyl][(1-methyl-1H-indol-2-yl)methyl]amine). Reactants: solution, NC1=NC=CC(=C1)C(=O)C1=CN(C2=C1C=NC=C2)C2COC2 ((2-Aminopyridin-4-yl)-(1-(oxetan-3-yl)-1H-pyrrolo[3,2-c]pyridin-3-yl)methanone), solution, CCN(C(C)C)C(C)C (DIPEA), CCN=C=NCCCN(C)C (EDCI), C1CCOC1 (THF), C1CCOC1 (THF), C=1C=CC2=C(C1)N=NN2O (HOBt). Solvent: C(C)(=O)O (acetic acid). Conditions: temperature 70 celsius, time 30 minute. Product: C(#N)C=1C=CC(=NC1)CC(=O)NC1=CC(=NC=C1)C(=O)C1=CN(C2=C1C=NC=C2)C(C)C (2-(5-cyanopyridin-2-yl)-N-(2-{[1-(propan-2-yl)-1H-pyrrolo[3,2-c]pyridin-3-yl]carbonyl}pyridin-4-yl)acetamide). RXN SMILES: N[C:2]1[CH:7]=[C:6]([C:8]([C:10]2[C:14]3[CH:15]=[N:16][CH:17]=[CH:18][C:13]=3[N:12]([CH:19]3[CH2:22]O[CH2:20]3)[CH:11]=2)=[O:9])[CH:5]=[CH:4][N:3]=1.CC[N:25]([CH:29]([CH3:31])C)C(C)C.CCN=C=[N:36][CH2:37][CH2:38][CH2:39][N:40]([CH3:42])C.[CH:43]1C=CC2N(O)N=NC=2[CH:48]=1.C1C[O:56]CC1>C(O)(=O)C>[C:37]([C:38]1[CH:43]=[CH:48][C:42]([CH2:5][C:4]([NH:3][C:2]2[CH:31]=[CH:29][N:25]=[C:6]([C:8]([C:10]3[C:14]4[CH:15]=[N:16][CH:17]=[CH:18][C:13]=4[N:12]([CH:19]([CH3:20])[CH3:22])[CH:11]=3)=[O:9])[CH:7]=2)=[O:56])=[N:40][CH:39]=1)#[N:36]. Procedure details: To a 0.2M solution of (2-Aminopyridin-4-yl)-(1-(oxetan-3-yl)-1H-pyrrolo[3,2-c]pyridin-3-yl)methanone in THF (Preparation 24, 500 μL, 100 umol) was added a 0.26M solution of the appropriate acetic acid in THF (500 μL, (130 μmol), DIPEA (130 μmol), EDCI (130 μmol) followed by HOBt (100 μmol) and the reaction was stirred under microwave irradiation for 30 minutes at 70° C. The reaction mixture was concentrated in vacuo and purified using preparative HPLC to afford the title compound. The yield is 33.8%. Yields the product ClC=1C=C(C=CC1Cl)C(CCO)CN1C(=NC=C1)C(C1=C(C=CC=C1)OC)=O (3-(3,4-dichlorophenyl)-4-[2-(2-methoxybenzoyl)-imidazol-1-yl]butan-1-ol). Reaction SMILES: [CH3:1][O:2][C:3]1[CH:34]=[CH:33][CH:32]=[CH:31][C:4]=1[C:5]([C:7]1[N:8]([CH2:12][CH:13]([C:23]2[CH:28]=[CH:27][C:26]([Cl:29])=[C:25]([Cl:30])[CH:24]=2)[CH2:14][CH2:15][O:16]C2CCCCO2)[CH:9]=[CH:10][N:11]=1)=[O:6]>CO>[Cl:30][C:25]1[CH:24]=[C:23]([CH:13]([CH2:12][N:8]2[CH:9]=[CH:10][N:11]=[C:7]2[C:5](=[O:6])[C:4]2[CH:31]=[CH:32][CH:33]=[CH:34][C:3]=2[O:2][CH3:1])[CH2:14][CH2:15][OH:16])[CH:28]=[CH:27][C:26]=1[Cl:29]. Procedure: 1[-2-(2-Methoxybenzoyl)imidazol-1-yl]-2-(3,4-dichlorophenyl)-4-(tetrahydropyran-2-yloxy)butane (1.1 g) (see Preparation 57) was dissolved in methanol (20 ml), Amberlyst 15 (trade mark) ion-exchange resin (0.11 g) added and the mixture stirred at room temperature for 5 days. The resin was removed by filtration through a short column of Arbacel (trade mark) filter aid and the solvent removed from the filtrate under reduced pressure to give a residue. This was chromatographed on silica gel eluting ... Run in CO (methanol). Run at time 5 day. Reactants: COC1=C(C(=O)C=2N(C=CN2)CC(CCOC2OCCCC2)C2=CC(=C(C=C2)Cl)Cl)C=CC=C1 (1[-2-(2-Methoxybenzoyl)imidazol-1-yl]-2-(3,4-dichlorophenyl)-4-(tetrahydropyran-2-yloxy)butane), resin. The reactants are [I-].[Na+] (sodium iodide), C([O-])([O-])=O.[Na+].[Na+] (sodium carbonate), ClC=1C=C2C(=CNC2=CC1)CCNC(C1=CC(=CC=C1)CCl)=O (N-(2-(5-chloro-1H-indol-3-yl)ethyl)-3-(chloromethyl)benzamide), FC1=C(C=CC=C1)B(O)O (2-fluorophenylboronic acid). Reagents/catalysts: C=1C=CC(=CC1)[P](C=2C=CC=CC2)(C=3C=CC=CC3)[Pd]([P](C=4C=CC=CC4)(C=5C=CC=CC5)C=6C=CC=CC6)([P](C=7C=CC=CC7)(C=8C=CC=CC8)C=9C=CC=CC9)[P](C=1C=CC=CC1)(C=1C=CC=CC1)C=1C=CC=CC1 (tetrakis(triphenylphosphine)palladium(0)). Run in O (water), C(OC)COC (dimethoxyethane). The product is eluent, ClC=1C=C2C(=CNC2=CC1)CCNC(C1=CC(=CC=C1)CC1=C(C=CC=C1)F)=O (N-(2-(5-Chloro-1H-indol-3-yl)ethyl)-3-(2-fluorobenzyl)benzamide). Isolated yield 51.1%. As a reaction SMILES: [Cl:1][C:2]1[CH:3]=[C:4]2[C:8](=[CH:9][CH:10]=1)[NH:7][CH:6]=[C:5]2[CH2:11][CH2:12][NH:13][C:14](=[O:23])[C:15]1[CH:20]=[CH:19][CH:18]=[C:17]([CH2:21]Cl)[CH:16]=1.[F:24][C:25]1[CH:30]=[CH:29][CH:28]=[CH:27][C:26]=1B(O)O.C(=O)([O-])[O-].[Na+].[Na+].[I-].[Na+]>C(COC)OC.O.C1C=CC([P]([Pd]([P](C2C=CC=CC=2)(C2C=CC=CC=2)C2C=CC=CC=2)([P](C2C=CC=CC=2)(C2C=CC=CC=2)C2C=CC=CC=2)[P](C2C=CC=CC=2)(C2C=CC=CC=2)C2C=CC=CC=2)(C2C=CC=CC=2)C2C=CC=CC=2)=CC=1>[Cl:1][C:2]1[CH:3]=[C:4]2[C:8](=[CH:9][CH:10]=1)[NH:7][CH:6]=[C:5]2[CH2:11][CH2:12][NH:13][C:14](=[O:23])[C:15]1[CH:20]=[CH:19][CH:18]=[C:17]([CH2:21][C:26]2[CH:27]=[CH:28][CH:29]=[CH:30][C:25]=2[F:24])[CH:16]=1 |f:2.3.4,5.6,^1:52,54,73,92|. Procedure details: N-(2-(5-Chloro-1H-indol-3-yl)ethyl)-3-(2-fluorobenzyl)benzamide was prepared according to method B with N-(2-(5-chloro-1H-indol-3-yl)ethyl)-3-(chloromethyl)benzamide (0.060 g; 0.173 mmol), 2-fluorophenylboronic acid (0.028 g; 0.181 mmol), tetrakis(triphenylphosphine)palladium(0) (0.010 g; 0.009 mmol), sodium carbonate (0.037 g; 0.345 mmol), sodium iodide (0.052 g; 0.345 mmol), in dimethoxyethane (3 mL) and water (1 mL), heated in a sealed tube at 130° C. for 18 hours. Flash chromatography on sil...